Dataset: the Open Reaction Database (ORD), a public repository of structured organic reaction records. Task: describe an organic reaction: reactants, conditions, products, and yield Reactants: C1(CCCCC1)C(CCNC(C(=O)OCC)CCCCCCC(=O)OCC)=O (diethyl 2-((3-cyclohexyl-3-oxopropyl)amino)nonanedioate), N#CO (cyanic acid). Product: C(C)OC(=O)CCCCCCC1C(NC(N1CCC(=O)C1CCCCC1)=O)=O (5-(6-ethoxycarbonylhexyl)-1-(3-cyclohexyl-3-oxopropyl)hydantoin). Reaction SMILES: [CH:1]1([C:7](=[O:28])[CH2:8][CH2:9][NH:10][CH:11]([CH2:17][CH2:18][CH2:19][CH2:20][CH2:21][CH2:22][C:23]([O:25][CH2:26][CH3:27])=[O:24])[C:12]([O:14]CC)=O)[CH2:6][CH2:5][CH2:4][CH2:3][CH2:2]1.[N:29]#[C:30][OH:31]>>[CH2:26]([O:25][C:23]([CH2:22][CH2:21][CH2:20][CH2:19][CH2:18][CH2:17][CH:11]1[N:10]([CH2:9][CH2:8][C:7]([CH:1]2[CH2:2][CH2:3][CH2:4][CH2:5][CH2:6]2)=[O:28])[C:30](=[O:31])[NH:29][C:12]1=[O:14])=[O:24])[CH3:27]. Procedure: Reaction of diethyl 2-((3-cyclohexyl-3-oxopropyl)amino)nonanedioate (20.8 g) with cyanic acid using the general procedure of Example 2d afforded 5-(6-ethoxycarbonylhexyl)-1-(3-cyclohexyl-3-oxopropyl)hydantoin which was converted to the corresponding acid which crystallised from ether, m.p. 77.5°-78.5° C. The reactants are C(C)(C)(C)OC(N(C)[C@@H](CC(C)C)C(N(C)OC)=O)=O ((S)-[1-(Methoxy-methyl-carbamoyl)-3-methyl-butyl]-methyl-carbamic acid tert-butyl ester), [H-].[H-].[H-].[H-].[Li+].[Al+3] (LAH). Run in CCOCC (Et2O). Reaction conditions: temperature 0 celsius, time 30 minute. Product: C(C)(C)(C)OC(N(C)[C@@H](CC(C)C)C=O)=O ((S)-(1-Formyl-3-methyl-butyl)-methyl-carbamic acid tert-butyl ester). RXN SMILES: [C:1]([O:5][C:6](=[O:20])[N:7]([C@H:9]([C:14](=[O:19])N(OC)C)[CH2:10][CH:11]([CH3:13])[CH3:12])[CH3:8])([CH3:4])([CH3:3])[CH3:2].[H-].[H-].[H-].[H-].[Li+].[Al+3]>CCOCC>[C:1]([O:5][C:6](=[O:20])[N:7]([C@H:9]([CH:14]=[O:19])[CH2:10][CH:11]([CH3:12])[CH3:13])[CH3:8])([CH3:2])([CH3:4])[CH3:3] |f:1.2.3.4.5.6|. Procedure details: (S)-[1-(Methoxy-methyl-carbamoyl)-3-methyl-butyl]-methyl-carbamic acid tert-butyl ester (288 mg, 1.0 mmol) was dissolved in Et2O (10 mL), cooled to 0° C., treated with LAH (38 mg, 1.0 mmol), and stirred cold for 30 minutes. The reaction was quenched by dropwise addition of a solution of 150 mg Na2S2O3 in 5 mL H2O. The reaction was diluted with H2O (100 mL), washed with Et2O (3×100 mL), then the organic layers were combined, washed with saturated bicarbonate solution and brine, dried over Na2SO4,... The reactants are CC(C)CCC[C@@H](C)[C@H]1CC[C@H]2[C@@H]3CC=C4C[C@@H](O)CC[C@]4(C)[C@H]3CC[C@]12C (cholesterol), CC(C)CCC[C@@H](C)[C@H]1CC[C@H]2[C@@H]3CC=C4C[C@@H](O)CC[C@]4(C)[C@H]3CC[C@]12C (cholesterol), methyl carbons, CC(C)CCC[C@@H](C)[C@H]1CC[C@H]2[C@@H]3CC=C4C[C@@H](O)CC[C@]4(C)[C@H]3CC[C@]12C (cholesterol), C(CCCCCCC\C=C/CCCCCCCC)(=O)O (oleic acid). Product: CC(C)CCC[C@@H](C)[C@H]1CC[C@H]2[C@@H]3CC=C4C[C@@H](O)CC[C@]4(C)[C@H]3CC[C@]12C (cholesterol), C(CCCCCCCCCCCCCCC)(=O)O (palmitic acid), C(CCCCCCC\C=C/CCCCCCCC)(=O)O (oleic acid). As a reaction SMILES: [CH3:1][CH:2]([CH2:4][CH2:5][CH2:6][C@H:7]([C@@H:9]1[C@:27]2([CH3:28])[C@H:12]([C@H:13]3[C@H:24]([CH2:25][CH2:26]2)[C@:22]2([CH3:23])[C:16]([CH2:17][C@H:18]([CH2:20][CH2:21]2)[OH:19])=[CH:15][CH2:14]3)[CH2:11][CH2:10]1)[CH3:8])[CH3:3].[C:29]([OH:48])(=[O:47])[CH2:30][CH2:31][CH2:32][CH2:33][CH2:34][CH2:35][CH2:36]/[CH:37]=[CH:38]\[CH2:39][CH2:40][CH2:41][CH2:42][CH2:43][CH2:44][CH2:45][CH3:46]>>[CH3:3][CH:2]([CH2:4][CH2:5][CH2:6][C@H:7]([C@@H:9]1[C@:27]2([CH3:28])[C@H:12]([C@H:13]3[C@H:24]([CH2:25][CH2:26]2)[C@:22]2([CH3:23])[C:16]([CH2:17][C@H:18]([CH2:20][CH2:21]2)[OH:19])=[CH:15][CH2:14]3)[CH2:11][CH2:10]1)[CH3:8])[CH3:1].[C:29]([OH:48])(=[O:47])[CH2:30][CH2:31][CH2:32][CH2:33][CH2:34][CH2:35][CH2:36][CH2:37][CH2:38][CH2:39][CH2:40][CH2:41][CH2:42][CH2:43][CH3:44].[C:29]([OH:48])(=[O:47])[CH2:30][CH2:31][CH2:32][CH2:33][CH2:34][CH2:35][CH2:36]/[CH:37]=[CH:38]\[CH2:39][CH2:40][CH2:41][CH2:42][CH2:43][CH2:44][CH2:45][CH3:46]. Reported procedure: The 13C NMR spectrum of BBGL-II displayed 59 major, resolved resonances, of which five were due to quaternary 13C nuclei, i.e., not detected by 13C DEPT experiments. From low field to high field (Table III), the five quaternary 13C resonances were assigned as two ester carbonyl resonances, and C-5 (olefinic), C-13, and C-10 resonances of the cholesterol moiety. Of the total number of 13C resonances, 15 could be identified as CH by DEPT spectrum editing (FIG. 3a), together with 27 CH2 and six CH3...